This data is from the Open Reaction Database (ORD), a public repository of structured organic reaction records. The task is: describe an organic reaction: reactants, conditions, products, and yield Reactants: CN1N=C(C=C1)C(C)N (1-(1-methyl-1H-pyrazol-3-yl)ethanamine), C(=O)(Cl)Cl (phosgene), Cl.CN1CCN(CC1)C1=NC(=NC(=C1)C1=CC=C2CCNCC2=C1)N (4-(4-methylpiperazin-1-yl)-6-(1,2,3,4-tetrahydroisoquinolin-7-yl)pyrimidin-2-amine HCl salt). The product is NC1=NC(=CC(=N1)C1=CC=C2CCN(CC2=C1)C(=O)NC(C)C1=NN(C=C1)C)N1CCN(CC1)C (7-[2-Amino-6-(4-methylpiperazin-1-yl)pyrimidin-4-yl]-N-[1-(1-methyl-1H-pyrazol-3-yl)ethyl]-3,4-dihydroisoquinoline-2(1H)-carboxamide). RXN SMILES: [CH3:1][N:2]1[CH:6]=[CH:5][C:4]([CH:7]([NH2:9])[CH3:8])=[N:3]1.[C:10](Cl)(Cl)=[O:11].Cl.[CH3:15][N:16]1[CH2:21][CH2:20][N:19]([C:22]2[CH:27]=[C:26]([C:28]3[CH:37]=[C:36]4[C:31]([CH2:32][CH2:33][NH:34][CH2:35]4)=[CH:30][CH:29]=3)[N:25]=[C:24]([NH2:38])[N:23]=2)[CH2:18][CH2:17]1>>[NH2:38][C:24]1[N:25]=[C:26]([C:28]2[CH:37]=[C:36]3[C:31]([CH2:32][CH2:33][N:34]([C:10]([NH:9][CH:7]([C:4]4[CH:5]=[CH:6][N:2]([CH3:1])[N:3]=4)[CH3:8])=[O:11])[CH2:35]3)=[CH:30][CH:29]=2)[CH:27]=[C:22]([N:19]2[CH2:18][CH2:17][N:16]([CH3:15])[CH2:21][CH2:20]2)[N:23]=1 |f:2.3|. Procedure details: This compound was prepared by using procedures analogous to those described for the synthesis of Example 40 starting from 1-(1-methyl-1H-pyrazol-3-yl)ethanamine (Ryan Scientific, Cat. #B019558), phosgene and 4-(4-methylpiperazin-1-yl)-6-(1,2,3,4-tetrahydroisoquinolin-7-yl)pyrimidin-2-amine HCl salt. Analytic LCMS (M+H)+: m/z=476.1. The reactants are C(#N)[BH3-].[Na+] (sodium cyanoborohydride), C(C)(C)(C)OC(=O)N[C@H]([C@H](C=O)OCC1=CC=CC=C1)CC1CCCCC1 ((S)-3-t-butoxycarbonylamino-(R)-2-benzyloxy-4-cyclohexylbutyraldehyde), C1(=CC=C(C=C1)S(=O)(=O)[O-])C.C(C(C)C)[NH3+] (isobutylammonium p-toluenesulfonate), C(#N)[BH3-].[Na+] (sodium cyanoborohydride). Run in CO (methanol). Conditions: time 45 minute. Yields the product C(C(C)C)NC[C@H]([C@H](CC1CCCCC1)NC(=O)OC(C)(C)C)OCC1=CC=CC=C1 (N-isobutyl N-[(S)-3-t-butoxycarbonylamino-(R)-2-benzyloxy-4-cyclohexyl-but-1-yl]amine). The yield is 87.0%. RXN SMILES: [C:1]([O:5][C:6]([NH:8][C@@H:9]([CH2:21][CH:22]1[CH2:27][CH2:26][CH2:25][CH2:24][CH2:23]1)[C@@H:10]([O:13][CH2:14][C:15]1[CH:20]=[CH:19][CH:18]=[CH:17][CH:16]=1)[CH:11]=O)=[O:7])([CH3:4])([CH3:3])[CH3:2].C1(C)C=CC(S([O-])(=O)=O)=CC=1.[CH2:39]([NH3+:43])[CH:40]([CH3:42])[CH3:41].C([BH3-])#N.[Na+]>CO>[CH2:39]([NH:43][CH2:11][C@@H:10]([O:13][CH2:14][C:15]1[CH:20]=[CH:19][CH:18]=[CH:17][CH:16]=1)[C@@H:9]([NH:8][C:6]([O:5][C:1]([CH3:2])([CH3:4])[CH3:3])=[O:7])[CH2:21][CH:22]1[CH2:27][CH2:26][CH2:25][CH2:24][CH2:23]1)[CH:40]([CH3:42])[CH3:41] |f:1.2,3.4|. Reported procedure: A solution of (S)-3-t-butoxycarbonylamino-(R)-2-benzyloxy-4-cyclohexylbutyraldehyde (600 mg.) and isobutylammonium p-toluenesulfonate (510 mg.) were stirred together in methanol for 30 minutes at 20° C. and then treated in one portion with sodium cyanoborohydride (105 mg.). After 45 minutes 28 mg. more sodium cyanoborohydride was added and 30 minutes later the mixture was filtered through Celite, concentrated, the residue dissolved in ethyl acetate which was washed twice with aqueous bicarbonate...